Dataset: the Open Reaction Database (ORD), a public repository of structured organic reaction records. Task: describe an organic reaction: reactants, conditions, products, and yield Isolated yield 96.9%. The product is ClC1=CC=C(CN2C(=NC3=C2C=CC=C3)CC(CC(=O)OCC)(C)C)C=C1 (ethyl 4-[1-(4-chlorobenzyl)benzimidazol-2-yl]-3,3-dimethylbutanoate). Reported procedure: 9 g of ethyl 4-(benzimidazol-2-yl)-3,3-dimethylbutanoate, prepared in Example 40, are added to a suspension of 21.5 g of 60% sodium hydride in 50 ml of anhydrous dimethylformamide. The mixture is stirred for 1 hour at 50° C., 5.6 g of 4-chlorobenzyl chloride are then added and the solution obtained is heated for 5 hours at 90° C. The solvents are concentrated under vacuum and the residue is taken up with water and then extracted with ether. The ether phase is washed with water and then dried ove... Run in CN(C=O)C (dimethylformamide). Conditions: temperature 50 celsius, time 1 hour. As a reaction SMILES: [N:1]1[C:5]2[CH:6]=[CH:7][CH:8]=[CH:9][C:4]=2[NH:3][C:2]=1[CH2:10][C:11]([CH3:19])([CH3:18])[CH2:12][C:13]([O:15][CH2:16][CH3:17])=[O:14].[H-].[Na+].[Cl:22][C:23]1[CH:30]=[CH:29][C:26]([CH2:27]Cl)=[CH:25][CH:24]=1>CN(C)C=O>[Cl:22][C:23]1[CH:30]=[CH:29][C:26]([CH2:27][N:1]2[C:5]3[CH:6]=[CH:7][CH:8]=[CH:9][C:4]=3[N:3]=[C:2]2[CH2:10][C:11]([CH3:18])([CH3:19])[CH2:12][C:13]([O:15][CH2:16][CH3:17])=[O:14])=[CH:25][CH:24]=1 |f:1.2|. The reactants are N1=C(NC2=C1C=CC=C2)CC(CC(=O)OCC)(C)C (ethyl 4-(benzimidazol-2-yl)-3,3-dimethylbutanoate), [H-].[Na+] (sodium hydride), ClC1=CC=C(CCl)C=C1 (4-chlorobenzyl chloride). Starting materials: CCOC(C)=O, CCOC(C)=O, Cl, CC(C)(C)OC(=O)N1CCOc2c(cccc2N2CCC(F)(F)C2)C1. Yields the product FC1(F)CCN(c2cccc3c2OCCNC3)C1. As a reaction SMILES: [C:26]([O:27][CH2:28][CH3:29])(=[O:30])[CH3:31].[CH3:33][CH2:34][O:35][C:36](=[O:37])[CH3:38].[ClH:32].[F:1][C:2]1([F:25])[CH2:3][N:4]([c:7]2[cH:8][cH:9][cH:10][c:11]3[c:17]2[O:16][CH2:15][CH2:14][N:13]([C:18]([O:19][C:20]([CH3:21])([CH3:22])[CH3:23])=[O:24])[CH2:12]3)[CH2:5][CH2:6]1>>[F:1][C:2]1([F:25])[CH2:3][N:4]([c:7]2[cH:8][cH:9][cH:10][c:11]3[c:17]2[O:16][CH2:15][CH2:14][NH:13][CH2:12]3)[CH2:5][CH2:6]1. Starting materials: ClC1=CC(=NC=2N1N=C(N2)COC(C)=O)COC(C)=O (7-chloro-2,5-bis(acetoxymethyl)-s-triazolo[1,5-a]pyrimidine), NC(=S)N (thiourea). Run in C(C)O (ethanol). Reaction conditions: time 30 minute. The product is OCC1=NN2C(N=C(C=C2S)CO)=N1 (2,5-bis(hydroxymethyl)-7-mercapto-s-triazolo[1,5-a]pyrimidine). The yield is 72.0%. Reaction SMILES: Cl[C:2]1[N:7]2[N:8]=[C:9]([CH2:11][O:12]C(=O)C)[N:10]=[C:6]2[N:5]=[C:4]([CH2:16][O:17]C(=O)C)[CH:3]=1.NC(N)=[S:23]>C(O)C>[OH:12][CH2:11][C:9]1[N:10]=[C:6]2[N:5]=[C:4]([CH2:16][OH:17])[CH:3]=[C:2]([SH:23])[N:7]2[N:8]=1. Reported procedure: In 300 ml of ethanol was dissolved 14 g of 7-chloro-2,5-bis(acetoxymethyl)-s-triazolo[1,5-a]pyrimidine, and 10.7 g of thiourea was added thereto and the mixture was refluxed for 10 minutes. After removing ethanol from the reaction mixture, the residue was dissolved in 230 ml of a 5% potassium hydroxide. The mixture was stirred for 30 minutes, ice-cooled and adjusted to pH 2 with 2N hydrochloric acid. precipitated crystal was collected by filtration, washed with water and dried to obtain 7.16 g o... Reactants: C(C)(C)(C)OC(C[C@@H](C=1C=NC=C(C1)OCCF)NC(=O)[C@H]1CN(CCC1)C(CCC1CCN(CC1)C(=O)OC(C)(C)C)=O)=O (Tert-butyl 4-{3-[(3R)-3-({(1S)-3-tert-butoxy-1-[5-(2-fluoroethoxy)pyridin-3-yl]-3-oxopropyl}carbamoyl)piperidin-1-yl]-3-oxopropyl}piperidine-1-carboxylat). The solvent is C(=O)O (formic acid). The product is FCCOC=1C=C(C=NC1)[C@H](CC(=O)O)NC(=O)[C@H]1CN(CCC1)C(CCC1CCNCC1)=O ((3S)-3-[5-(2-fluoroethoxy)pyridin-3-yl]-3-[({(3R)-1-[3-(piperidin-4-yl)propanoyl]piperidin-3-yl}carbonyl)amino]propanoic acid). The yield is 61.3%. RXN SMILES: C([O:5][C:6](=[O:45])[CH2:7][C@H:8]([NH:19][C:20]([C@@H:22]1[CH2:27][CH2:26][CH2:25][N:24]([C:28](=[O:44])[CH2:29][CH2:30][CH:31]2[CH2:36][CH2:35][N:34](C(OC(C)(C)C)=O)[CH2:33][CH2:32]2)[CH2:23]1)=[O:21])[C:9]1[CH:10]=[N:11][CH:12]=[C:13]([O:15][CH2:16][CH2:17][F:18])[CH:14]=1)(C)(C)C>C(O)=O>[F:18][CH2:17][CH2:16][O:15][C:13]1[CH:14]=[C:9]([C@@H:8]([NH:19][C:20]([C@@H:22]2[CH2:27][CH2:26][CH2:25][N:24]([C:28](=[O:44])[CH2:29][CH2:30][CH:31]3[CH2:32][CH2:33][NH:34][CH2:35][CH2:36]3)[CH2:23]2)=[O:21])[CH2:7][C:6]([OH:45])=[O:5])[CH:10]=[N:11][CH:12]=1. Procedure details: Tert-butyl 4-{3-[(3R)-3-({(1S)-3-tert-butoxy-1-[5-(2-fluoroethoxy)pyridin-3-yl]-3-oxopropyl}carbamoyl)piperidin-1-yl]-3-oxopropyl}piperidine-1-carboxylat (660 mg, 1.06 mmol) in formic acid (12 mL) was heated for 30 minutes to 60° C. and 10 minutes to 100° C. The solution was concentrated under reduced pressure and the residue was purified by preparative HPLC to yield 311 mg of (3S)-3-[5-(2-fluoroethoxy)pyridin-3-yl]-3-[({(3R)-1-[3-(piperidin-4-yl)propanoyl]piperidin-3-yl}carbonyl)amino]propanoic... The product is CC1=C(C2=NOC(CCl)C2)C(C)C(=S(=O)=O)C=C1C(=O)Cl. Starting materials: Cc1ccccc1, CN(C)C=O, CC1=C(C2=NOC(CCl)C2)C(C)C(=S(=O)=O)C=C1C(=O)O, O=S(Cl)Cl. RXN SMILES: [CH3:26][c:27]1[cH:28][cH:29][cH:30][cH:31][cH:32]1.[CH3:33][N:34]([CH3:35])[CH:36]=[O:37].[CH3:5][C:6]1=[C:14]([C:15]2=[N:16][O:17][CH:18]([CH2:20][Cl:21])[CH2:19]2)[CH:13]([CH3:22])[C:12](=[S:23](=[O:24])=[O:25])[CH:11]=[C:7]1[C:8](=[O:9])[OH:10].[S:1]([Cl:2])([Cl:3])=[O:4]>>[Cl:3][C:8]([C:7]1=[CH:11][C:12](=[S:23](=[O:24])=[O:25])[CH:13]([CH3:22])[C:14]([C:15]2=[N:16][O:17][CH:18]([CH2:20][Cl:21])[CH2:19]2)=[C:6]1[CH3:5])=[O:9]. The reactants are CS(=O)(=O)N1C[C@H](CCC1)NC1=NC(=NC=C1C=1N=C2C(=NC1)N(C=C2)COCC[Si](C)(C)C)S(=O)(=O)C (((S)-1-methanesulfonyl-piperidin-3-yl)-{2-methanesulfonyl-5-[5-(2-trimethylsilanyl-ethoxymethyl)-5H-pyrrolo[2,3-b]pyrazin-2-yl]-pyrimidin-4-yl}-amine), N1CCS(CC1)(=O)=O (thiomorpholine 1,1-dioxide), CS(=O)(=O)C (methylsulfone). Solvent: O1CCOCC1 (dioxane). Product: O=S1(CCN(CC1)C1=NC=C(C(=N1)N[C@@H]1CN(CCC1)S(=O)(=O)C)C=1N=C2C(=NC1)NC=C2)=O ([2-(1,1-dioxo-1lambda*6*-thiomorpholin-4-yl)-5-(5H-pyrrolo[2,3-b]pyrazin-2-yl)-pyrimidin-4-yl]-((S)-1-methanesulfonyl-piperidin-3-yl)-amine). As a reaction SMILES: [CH3:1][S:2]([N:5]1[CH2:10][CH2:9][CH2:8][C@H:7]([NH:11][C:12]2[C:17]([C:18]3[N:19]=[C:20]4[CH:26]=[CH:25][N:24](COCC[Si](C)(C)C)[C:21]4=[N:22][CH:23]=3)=[CH:16][N:15]=[C:14](S(C)(=O)=O)[N:13]=2)[CH2:6]1)(=[O:4])=[O:3].[NH:39]1[CH2:44][CH2:43][S:42](=[O:46])(=[O:45])[CH2:41][CH2:40]1.CS(C)(=O)=O>O1CCOCC1>[O:45]=[S:42]1(=[O:46])[CH2:43][CH2:44][N:39]([C:14]2[N:13]=[C:12]([NH:11][C@H:7]3[CH2:8][CH2:9][CH2:10][N:5]([S:2]([CH3:1])(=[O:3])=[O:4])[CH2:6]3)[C:17]([C:18]3[N:19]=[C:20]4[CH:26]=[CH:25][NH:24][C:21]4=[N:22][CH:23]=3)=[CH:16][N:15]=2)[CH2:40][CH2:41]1. Procedure details: In a dioxane solution of ((S)-1-methanesulfonyl-piperidin-3-yl)-{2-methanesulfonyl-5-[5-(2-trimethylsilanyl-ethoxymethyl)-5H-pyrrolo[2,3-b]pyrazin-2-yl]-pyrimidin-4-yl}-amine derived from Example 84, step 1, thiomorpholine 1,1-dioxide was used to displace the methylsulfone similar to examples above and the de-protection step was similar to step 5, Example 76, to give [2-(1,1-dioxo-1lambda*6*-thiomorpholin-4-yl)-5-(5H-pyrrolo[2,3-b]pyrazin-2-yl)-pyrimidin-4-yl]-((S)-1-methanesulfonyl-piperidin-3-... As a reaction SMILES: [C:1](Cl)(=[O:5])[O:2][CH2:3][CH3:4].[CH3:7][C:8]1[CH:13]=[CH:12][CH:11]=[CH:10][C:9]=1[C:14]([CH:16]1[CH2:21][CH2:20][N:19](CC2C=CC=CC=2)[CH2:18][CH2:17]1)=[O:15]>CC1C=CC=CC=1C>[CH3:7][C:8]1[CH:13]=[CH:12][CH:11]=[CH:10][C:9]=1[C:14]([CH:16]1[CH2:21][CH2:20][N:19]([C:1]([O:2][CH2:3][CH3:4])=[O:5])[CH2:18][CH2:17]1)=[O:15]. The product is 20, CC1=C(C(=O)C2CCN(CC2)C(=O)OCC)C=CC=C1 (ethyl 4-(2-methylbenzoyl)-1-piperidinecarboxylate). The solvent is CC1=C(C=CC=C1)C (dimethylbenzene). Reactants: 12, C(OCC)(=O)Cl (ethyl carbonochloridate), CC1=C(C=CC=C1)C(=O)C1CCN(CC1)CC1=CC=CC=C1 ((2-methylphenyl)[1-(phenylmethyl)-4-piperidinyl]methanone). Procedure details: A mixture of 12 parts of ethyl carbonochloridate, 31 parts of (2-methylphenyl)[1-(phenylmethyl)-4-piperidinyl]methanone and 270 parts of dimethylbenzene is stirred and refluxed for 4 hours. The reaction mixture is evaporated and the residue is dissolved in trichloromethane. The solution is washed with a dilute hydrochloric acid solution. The organic phase is separated, dried, filtered and evaporated, yielding 20 parts of ethyl 4-(2-methylbenzoyl)-1-piperidinecarboxylate as an oily residue.